Dataset: the Open Reaction Database (ORD), a public repository of structured organic reaction records. Task: describe an organic reaction: reactants, conditions, products, and yield Procedure: Suspend 4-(phenethylaminomethyl)phenol (0.750 g, 3.30 mmol) in dichloromethane (10 mL). Add a solution of (BOC)2O (1.08 g, 4.95 mmol) in dichloromethane (6.5 mL). Quench with 1.0 N NaOH (75 mL) after 19 hours. Extract with dichloromethane (2×200 mL). Wash the organic layer with brine (1×75 mL), dry over Na2SO4, filter and concentrate. Purify by flash chromatography, eluting with 20-30% ethyl acetate in hexanes to give the title compound (0.570 g, 52.8%): MS ES+ 328.3 (M+H)+, base peak ES+ 272.1 ... The solvent is ClCCl (dichloromethane), ClCCl (dichloromethane). As a reaction SMILES: [CH2:1]([NH:9][CH2:10][C:11]1[CH:16]=[CH:15][C:14]([OH:17])=[CH:13][CH:12]=1)[CH2:2][C:3]1[CH:8]=[CH:7][CH:6]=[CH:5][CH:4]=1.[O:18](C(OC(C)(C)C)=O)[C:19]([O:21][C:22]([CH3:25])([CH3:24])[CH3:23])=O>ClCCl>[C:22]([O:21][C:19](=[O:18])[N:9]([CH2:10][C:11]1[CH:12]=[CH:13][C:14]([OH:17])=[CH:15][CH:16]=1)[CH2:1][CH2:2][C:3]1[CH:4]=[CH:5][CH:6]=[CH:7][CH:8]=1)([CH3:25])([CH3:24])[CH3:23]. The product is C(C)(C)(C)OC(N(CCC1=CC=CC=C1)CC1=CC=C(C=C1)O)=O ((4-Hydroxybenzyl)phenethylcarbamic acid tert-butyl ester). The reactants are C(CC1=CC=CC=C1)NCC1=CC=C(C=C1)O (4-(phenethylaminomethyl)phenol), O(C(=O)OC(C)(C)C)C(=O)OC(C)(C)C ((BOC)2O). Isolated yield 52.8%. Reactants: FC(C(=O)O)(F)F.N[C@@H]1CC[C@H](CC1)NC1=NC=C(C(=C1)C1=NC(=CC=C1)NCC1CC(OCC1)(C)C)Cl (N2′-(trans-4-aminocyclohexyl)-5′-chloro-N6-(((R/S)-2,2-dimethyltetrahydro-2H-pyran-4-yl)methyl)-2,4′-bipyridine-2′,6-diamine trifluoroacetic acid salt). Solvent: CO (MeOH). Yields the product N[C@@H]1CC[C@H](CC1)NC1=NC=C(C(=C1)C1=NC(=CC=C1)NCC1CC(OCC1)(C)C)Cl (N2′-(trans-4-aminocyclohexyl)-5′-chloro-N6-(((R/S)-2,2-dimethyltetrahydro-2H-pyran-4-yl)methyl)-2,4′-bipyridine-2′,6-diamine). As a reaction SMILES: FC(F)(F)C(O)=O.[NH2:8][C@H:9]1[CH2:14][CH2:13][C@H:12]([NH:15][C:16]2[CH:21]=[C:20]([C:22]3[CH:27]=[CH:26][CH:25]=[C:24]([NH:28][CH2:29][CH:30]4[CH2:35][CH2:34][O:33][C:32]([CH3:37])([CH3:36])[CH2:31]4)[N:23]=3)[C:19]([Cl:38])=[CH:18][N:17]=2)[CH2:11][CH2:10]1>CO>[NH2:8][C@H:9]1[CH2:14][CH2:13][C@H:12]([NH:15][C:16]2[CH:21]=[C:20]([C:22]3[CH:27]=[CH:26][CH:25]=[C:24]([NH:28][CH2:29][CH:30]4[CH2:35][CH2:34][O:33][C:32]([CH3:36])([CH3:37])[CH2:31]4)[N:23]=3)[C:19]([Cl:38])=[CH:18][N:17]=2)[CH2:11][CH2:10]1 |f:0.1|. Procedure: N2′-(trans-4-aminocyclohexyl)-5′-chloro-N6-(((R/S)-2,2-dimethyltetrahydro-2H-pyran-4-yl)methyl)-2,4′-bipyridine-2′,6-diamine trifluoroacetic acid salt was dissolved in MeOH (2 mL) and filtered through VariPure™ IPE [500 mg per 6 mL tube; 0.9 mmol (nominal); part no.: PL3540-C603VP], eluted with MeOH (6 mL) and concentrated in vacuo providing N2′-(trans-4-aminocyclohexyl)-5′-chloro-N6-(((R/S)-2,2-dimethyltetrahydro-2H-pyran-4-yl)methyl)-2,4′-bipyridine-2′,6-diamine as a colorless oil. Yield: 20 m... The reactants are C(C1=CC=CC=C1)N1CCC2(CC1)CCC1=CC=CC=C12 (1'-Benzyl-2,3-dihydrospiro[1H-indene-1,4'-piperidine]), ClC(C)Cl (dichloroethane), 1-chloro-ethylchloroformate. Reaction conditions: temperature 0 celsius, time 10 minute. The product is Cl.N1CCC2(CC1)CCC1=CC=CC=C12 (2,3-Dihydrospiro[1H-indene-1,4'-piperidine]Hydrochloride). As a reaction SMILES: C([N:8]1[CH2:13][CH2:12][C:11]2([C:21]3[C:16](=[CH:17][CH:18]=[CH:19][CH:20]=3)[CH2:15][CH2:14]2)[CH2:10][CH2:9]1)C1C=CC=CC=1.[Cl:22]C(Cl)C>>[ClH:22].[NH:8]1[CH2:13][CH2:12][C:11]2([C:21]3[C:16](=[CH:17][CH:18]=[CH:19][CH:20]=3)[CH2:15][CH2:14]2)[CH2:10][CH2:9]1 |f:2.3|. Procedure: 1'-Benzyl-2,3-dihydrospiro[1H-indene-1,4'-piperidine] (0.50 g, 1.80 mmol) was dissolved in dichloroethane (6 mL). The resulting solution was cooled to 0° C. and 1-chloro-ethylchloroformate (0.258 g, 1.80 mmol) was added in one batch. Cooling was continued for 10 min after which the reaction mixture was refluxed for 1 h, cooled to room temperature and concentrated under reduced pressure. The residue was redissolved in MeOH (10 mL) and refluxed for 2 h. The resulting solution was concentrated unde... The reactants are C(C1=CC=CC=C1)N1CCC(CC1)CCN (2-(1-benzyl-4-piperidinyl)ethanamine), CC=1NC(=C(N1)C=O)C (2,5-dimethylimidazole-4-carbaldehyde), C(C)(=O)O (acetic acid), C(C)(=O)O[BH-](OC(C)=O)OC(C)=O.[Na+] (sodium triacetoxyborohydride). The solvent is ClCCCl (1,2-dichloroethane). Product: C(C1=CC=CC=C1)N1CCC(CC1)CCN1C(N2C(C1)=C(N=C2C)C)=O (2-(2-(1-benzyl-4-piperidinyl)ethyl)-5,7-dimethyl-1,2-dihydro-3H-imidazo[1,5-c]imidazol-3-one). Isolated yield 32.0%. Reaction SMILES: [CH2:1]([N:8]1[CH2:13][CH2:12][CH:11]([CH2:14][CH2:15][NH2:16])[CH2:10][CH2:9]1)[C:2]1[CH:7]=[CH:6][CH:5]=[CH:4][CH:3]=1.[CH3:17][C:18]1[NH:19][C:20]([CH3:25])=[C:21]([CH:23]=O)[N:22]=1.[C:26](O)(=[O:28])C.C(O[BH-](OC(=O)C)OC(=O)C)(=O)C.[Na+]>ClCCCl>[CH2:1]([N:8]1[CH2:13][CH2:12][CH:11]([CH2:14][CH2:15][N:16]2[CH2:25][C:20]3=[C:21]([CH3:23])[N:22]=[C:18]([CH3:17])[N:19]3[C:26]2=[O:28])[CH2:10][CH2:9]1)[C:2]1[CH:7]=[CH:6][CH:5]=[CH:4][CH:3]=1 |f:3.4|. Reported procedure: To a solution of 2-(1-benzyl-4-piperidinyl)ethanamine (2.2 g), 2,5-dimethylimidazole-4-carbaldehyde (1.2 g) and acetic acid (0.3 ml) in 1,2-dichloroethane (25 ml) was added sodium triacetoxyborohydride (8.1 g) under ice-cooling. The reaction mixture was mixed at room temperature for 2 days, and then the reaction solution was washed with an aqueous potassium carbonate solution and dried over anhydrous magnesium sulfate. The solvent was distilled off under reduced pressure, and the residue was dis... Reactants: [OH-].[Na+] (sodium hydroxide), C(C)OC(=O)C1=NN(C(=C1)C1=CC=CC=C1)C1=NC=C(C=C1)OC (1-(5-methoxy-2-pyridyl)-5-phenylpyrazole-3-carboxylic acid ethyl ester), Cl (hydrochloric acid). The solvent is CO (methanol), O1CCCC1 (tetrahydrofuran). Run at time 2 hour. Yields the product COC=1C=CC(=NC1)N1N=C(C=C1C1=CC=CC=C1)C(=O)O (1-(5-Methoxy-2-pyridyl)-5-phenylpyrazole-3-carboxylic acid). Isolated yield 94.2%. Reaction SMILES: [OH-].[Na+].C([O:5][C:6]([C:8]1[CH:12]=[C:11]([C:13]2[CH:18]=[CH:17][CH:16]=[CH:15][CH:14]=2)[N:10]([C:19]2[CH:24]=[CH:23][C:22]([O:25][CH3:26])=[CH:21][N:20]=2)[N:9]=1)=[O:7])C.Cl>CO.O1CCCC1>[CH3:26][O:25][C:22]1[CH:23]=[CH:24][C:19]([N:10]2[C:11]([C:13]3[CH:18]=[CH:17][CH:16]=[CH:15][CH:14]=3)=[CH:12][C:8]([C:6]([OH:7])=[O:5])=[N:9]2)=[N:20][CH:21]=1 |f:0.1|. Procedure details: Aqueous 1N sodium hydroxide (3.5 mL) was added to the above-obtained 1-(5-methoxy-2-pyridyl)-5-phenylpyrazole-3-carboxylic acid ethyl ester (700 mg) in a mixture of methanol (7 mL) and tetrahydrofuran (7 mL), followed by stirring at room temperature for 2 hours. To the reaction mixture, under cooling with ice, aqueous 1N hydrochloric acid (3.6 mL) was added. The mixture was partitioned between water and ethyl acetate. The organic layer was washed with saturated brine, and then dried over magnesi... Reactants: Cc1ccc(C2=CC(=O)N(C(C)(C)C)S2(=O)=O)c(F)c1, CCO, [H][H], [Pd]. The product is Cc1ccc(C2CC(=O)N(C(C)(C)C)S2(=O)=O)c(F)c1. As a reaction SMILES: [C:1]([CH3:2])([CH3:3])([CH3:4])[N:5]1[S:6](=[O:19])(=[O:20])[C:7]([c:11]2[c:12]([F:18])[cH:13][c:14]([CH3:17])[cH:15][cH:16]2)=[CH:8][C:9]1=[O:10].[CH3:23][CH2:24][OH:25].[H:21][H:22].[Pd:26]>>[C:1]([CH3:2])([CH3:3])([CH3:4])[N:5]1[S:6](=[O:19])(=[O:20])[CH:7]([c:11]2[c:12]([F:18])[cH:13][c:14]([CH3:17])[cH:15][cH:16]2)[CH2:8][C:9]1=[O:10]. Starting materials: C1(CCC1)N1CCC(CC1)OC=1SC=2CN(CCC2N1)C(CC)=O (1-[2-(1-Cyclobutyl-piperidin-4-yloxy)-6,7-dihydro-4H-thiazolo[5,4-c]pyridin-5-yl]-propan-1-one), C([C@H](O)[C@@H](O)C(=O)O)(=O)O (L(+)-Tartaric acid). Solvent: CO (methanol). Run at time 1 hour. Yields the product C(=O)(O)C(O)C(O)C(=O)O.C1(CCC1)N1CCC(CC1)OC=1SC=2CN(CCC2N1)C(CC)=O (1-[2-(1-Cyclobutyl-piperidin-4-yloxy)-6,7-dihydro-4H-thiazolo[5,4-c]pyridin-5-yl]-propan-1-one tartrate). Isolated yield 95.7%. As a reaction SMILES: [CH:1]1([N:5]2[CH2:10][CH2:9][CH:8]([O:11][C:12]3[S:13][C:14]4[CH2:15][N:16]([C:21](=[O:24])[CH2:22][CH3:23])[CH2:17][CH2:18][C:19]=4[N:20]=3)[CH2:7][CH2:6]2)[CH2:4][CH2:3][CH2:2]1.[C:25]([OH:34])(=[O:33])[C@@H:26]([C@H:28]([C:30]([OH:32])=[O:31])[OH:29])[OH:27]>CO>[C:30]([CH:28]([CH:26]([C:25]([OH:34])=[O:33])[OH:27])[OH:29])([OH:32])=[O:31].[CH:1]1([N:5]2[CH2:10][CH2:9][CH:8]([O:11][C:12]3[S:13][C:14]4[CH2:15][N:16]([C:21](=[O:24])[CH2:22][CH3:23])[CH2:17][CH2:18][C:19]=4[N:20]=3)[CH2:7][CH2:6]2)[CH2:2][CH2:3][CH2:4]1 |f:3.4|. Procedure: A solution of 1-[2-(1-Cyclobutyl-piperidin-4-yloxy)-6,7-dihydro-4H-thiazolo[5,4-c]pyridin-5-yl]-propan-1-one (0.8 grams, 2.3 mmol, obtained in above step) in methanol (10 mL) was treated with L(+)-Tartaric acid (0.34 grams, 2.3 mmol) at 0° C. Stirred the reaction mass for about 1 hour and the solvent was evaporated under vacuum to dryness. The solids were washed with diethyl ether and dried under vacuum to obtain the title compound (1.1 grams). Reactants: FC1=CC=C(C=C1)C1=CC2(CCN(CC2)C=2SC(=CN2)N2C(N(C=C2)CC(=O)OCC)=O)OC2=CC=CC=C12 (Ethyl 2-(3-(2-(4-(4-fluorophenyl)spiro[chromene-2,4′-piperidine]-1′-yl)thiazol-5-yl)-2-oxo-2,3-dihydro-1H-imidazol-1-yl)acetate), BrC1=CN=C(S1)N1CCC2(CC1)OC1=CC=CC=C1C(=C2)C2=CC=C(C=C2)F (1′-(5-bromothiazol-2-yl)-4-(4-fluorophenyl)spiro[chromene-2,4′-piperidine]), O=C1N(C=CN1)CC(=O)OCC (ethyl (2-oxo-2,3-dihydro-1H-imidazol-1-yl)acetate), [O-]P(=O)([O-])[O-].[K+].[K+].[K+] (K3PO4), N#N (N2), [Al] (aluminum), CNCCNC (N1,N2-dimethylethane-1,2-diamine). Reagents/catalysts: [Cu]I (copper(I) iodide). The solvent is O1CCOCC1 (dioxane), C(Cl)Cl (DCM). Run at time 3 minute. Yields the product FC1=CC=C(C=C1)C1=CC2(CCN(CC2)C=2SC(=CN2)N2C(N(C=C2)CC(=O)O)=O)OC2=CC=CC=C12 (2-(3-(2-(4-(4-Fluorophenyl)spiro[chromene-2,4′-piperidine]-1′-yl)thiazol-5-yl)-2-oxo-2,3-dihydro-1H-imidazol-1-yl)acetic acid). As a reaction SMILES: [F:1][C:2]1[CH:7]=[CH:6][C:5]([C:8]2[C:39]3[C:34](=[CH:35][CH:36]=[CH:37][CH:38]=3)[O:33][C:10]3([CH2:15][CH2:14][N:13]([C:16]4[S:17][C:18]([N:21]5[CH:25]=[CH:24][N:23]([CH2:26][C:27]([O:29]CC)=[O:28])[C:22]5=[O:32])=[CH:19][N:20]=4)[CH2:12][CH2:11]3)[CH:9]=2)=[CH:4][CH:3]=1.BrC1SC(N2CCC3(C=C(C4C=CC(F)=CC=4)C4C(=CC=CC=4)O3)CC2)=NC=1.O=C1NC=CN1CC(OCC)=O.[O-]P([O-])([O-])=O.[K+].[K+].[K+].N#N.CNCCNC.[Al]>O1CCOCC1.C(Cl)Cl.[Cu]I>[F:1][C:2]1[CH:7]=[CH:6][C:5]([C:8]2[C:39]3[C:34](=[CH:35][CH:36]=[CH:37][CH:38]=3)[O:33][C:10]3([CH2:15][CH2:14][N:13]([C:16]4[S:17][C:18]([N:21]5[CH:25]=[CH:24][N:23]([CH2:26][C:27]([OH:29])=[O:28])[C:22]5=[O:32])=[CH:19][N:20]=4)[CH2:12][CH2:11]3)[CH:9]=2)=[CH:4][CH:3]=1 |f:3.4.5.6|. Procedure: Step 4 Ethyl 2-(3-(2-(4-(4-fluorophenyl)spiro[chromene-2,4′-piperidine]-1′-yl)thiazol-5-yl)-2-oxo-2,3-dihydro-1H-imidazol-1-yl)acetate A mixture of 1′-(5-bromothiazol-2-yl)-4-(4-fluorophenyl)spiro[chromene-2,4′-piperidine] (93.2 mg, 0.20 mmol), ethyl (2-oxo-2,3-dihydro-1H-imidazol-1-yl)acetate (Example 38, Step 2) (52 mg, 0.31 mmol), copper(I) iodide (39 mg, 0.21 mmol) and K3PO4 (105 mg, 0.49 mmol) was suspended in dry dioxane (2 mL). The reaction mixture was stirred under vacuum for 3 min, then... Run in CO (methanol), C(C)(=O)O (acetic acid). The yield is 54.6%. Starting materials: N1C(=NC=C1)C=O (2-imidazole carboxaldehyde), C(CC)N(CCC)CC=1C=C(C=CC1)C=1N(C2=C(N1)C=CC(=C2)C=O)C (2-(3-dipropylaminomethyl-phenyl)-3-methyl-3H-benzimidazol-5-carbaldehyde), C(#N)[BH3-].[Na+] (Sodium cyanoborohydride), CN1C(=NC=C1)CN (1-methyl-2-aminomethylimidazole). Procedure details: The compound (31.2 mg) obtained in Example 18-6 was dissolved in methanol (1.0 ml) and added with acetic acid (30 μl) and 1-methyl-2-aminomethylimidazole (15.4 mg), and the whole was stirred at room temperature for 2 hours. Sodium cyanoborohydride (22.7 mg) was added thereto and the whole was stirred at room temperature for 15 hours. Furthermore, 2-imidazole carboxaldehyde (18.0 mg) was added thereto and the whole was stirred at room temperature for 18 hours. After completion of the reaction, th... RXN SMILES: [CH2:1]([N:4]([CH2:8][C:9]1[CH:10]=[C:11]([C:15]2[N:16]([CH3:26])[C:17]3[CH:23]=[C:22]([CH:24]=O)[CH:21]=[CH:20][C:18]=3[N:19]=2)[CH:12]=[CH:13][CH:14]=1)[CH2:5][CH2:6][CH3:7])[CH2:2][CH3:3].[CH3:27][N:28]1[CH:32]=[CH:31][N:30]=[C:29]1[CH2:33][NH2:34].C([BH3-])#N.[Na+].[NH:39]1[CH:43]=[CH:42][N:41]=[C:40]1[CH:44]=O>CO.C(O)(=O)C>[NH:39]1[CH:43]=[CH:42][N:41]=[C:40]1[CH2:44][N:34]([CH2:24][C:22]1[CH:21]=[CH:20][C:18]2[N:19]=[C:15]([C:11]3[CH:10]=[C:9]([CH:14]=[CH:13][CH:12]=3)[CH2:8][N:4]([CH2:5][CH2:6][CH3:7])[CH2:1][CH2:2][CH3:3])[N:16]([CH3:26])[C:17]=2[CH:23]=1)[CH2:33][C:29]1[N:28]([CH3:27])[CH:32]=[CH:31][N:30]=1 |f:2.3|. Run at time 2 hour. Yields the product N1C(=NC=C1)CN(CC=1N(C=CN1)C)CC=1C=CC2=C(N(C(=N2)C=2C=C(CN(CCC)CCC)C=CC2)C)C1 ([3-(6-{[(1H-imidazol-2-ylmethyl)-(1-methyl-1H-imidazol-2-ylmethyl)-amino]-methyl}-1-methyl-1H-benzimidazol-2-yl)-benzyl]-dipropyl-amine). Reactants: FC1=CC=C(C=C1)[C@]1(CCN(C(O1)=O)[C@@H](C)C1=CC=C(C=C1)C1=NC(=NC=C1)O)CCCO ((R)-6-(4-fluorophenyl)-6-(3-hydroxypropyl)-3-((S)-1-(4-(2-hydroxypyrimidin-4-yl)phenyl)ethyl)-1,3-oxazinan-2-one), CC(C)(C)[Si](C)(C)Cl (TBSCl), [H-].[Na+] (NaH), CI (MeI), [N+](CC)(CC)(CC)CC.[F-] (Et4NF). Yields the product FC1=CC=C(C=C1)[C@]1(CCN(C(O1)=O)[C@@H](C)C1=CC=C(C=C1)C1=NC(N(C=C1)C)=O)CCCO ((R)-6-(4-fluorophenyl)-6-(3-hydroxypropyl)-3-((S)-1-(4-(1-methyl-2-oxo-1,2-dihydropyrimidin-4-yl)phenyl)ethyl)-1,3-oxazinan-2-one). Reaction SMILES: [F:1][C:2]1[CH:7]=[CH:6][C:5]([C@:8]2([CH2:30][CH2:31][CH2:32][OH:33])[O:13][C:12](=[O:14])[N:11]([C@H:15]([C:17]3[CH:22]=[CH:21][C:20]([C:23]4[CH:28]=[CH:27][N:26]=[C:25]([OH:29])[N:24]=4)=[CH:19][CH:18]=3)[CH3:16])[CH2:10][CH2:9]2)=[CH:4][CH:3]=1.[CH3:34]C([Si](Cl)(C)C)(C)C.[H-].[Na+].CI.[N+](CC)(CC)(CC)CC.[F-]>>[F:1][C:2]1[CH:3]=[CH:4][C:5]([C@:8]2([CH2:30][CH2:31][CH2:32][OH:33])[O:13][C:12](=[O:14])[N:11]([C@H:15]([C:17]3[CH:22]=[CH:21][C:20]([C:23]4[CH:28]=[CH:27][N:26]([CH3:34])[C:25](=[O:29])[N:24]=4)=[CH:19][CH:18]=3)[CH3:16])[CH2:10][CH2:9]2)=[CH:6][CH:7]=1 |f:2.3,5.6|. Procedure: The title compound was prepared from (R)-6-(4-fluorophenyl)-6-(3-hydroxypropyl)-3-((S)-1-(4-(2-hydroxypyrimidin-4-yl)phenyl)ethyl)-1,3-oxazinan-2-one by treatment with (i) TBSCl, (ii) NaH, MeI and (iii) Et4NF. LC-MS Method 2 tR=1.079 min, m/z=466.2; 1H NMR (CD3OD) 1.20 (m, 3H), 1.49 (d, 3H), 1.78-1.91 (m, 2H), 2.08 (s, 1H), 2.14 (m, 1H), 2.28 (m, 1H), 2.39 (m, 1H), 3.07 (m, 1H), 3.36 (m, 3H), 3.50 (s, 3H), 4.50 (s, 2H), 5.49 (m, 1H), 6.90 (d, 1H), 6.95-7.08 (m, 4H), 7.21 (m, 2H), 7.80 (d, 2H), 8...